From a dataset of the Open Reaction Database (ORD), a public repository of structured organic reaction records. describe an organic reaction: reactants, conditions, products, and yield Reactants: C(=S)(N1C=NC=C1)N1C=NC=C1 (1,1′-Thiocarbonyldiimidazole), C(C)(C)(C)[Si](OC1=CC(=C(C=C1)N)N)(C)C (4-(tert-butyl-dimethyl-silanyloxy)-ortho-phenylenediamine). The solvent is O1CCCC1 (tetrahydrofuran). Run at time 16 hour. The product is SC=1NC2=C(N1)C=CC(=C2)O[Si](C)(C)C(C)(C)C (2-mercapto-5-(tert-butyl-dimethyl-silanyloxy)-benzimidazole). Yield: 70.3%. RXN SMILES: [C:1](N1C=CN=C1)(N1C=CN=C1)=[S:2].[C:13]([Si:17]([CH3:28])([CH3:27])[O:18][C:19]1[CH:24]=[CH:23][C:22]([NH2:25])=[C:21]([NH2:26])[CH:20]=1)([CH3:16])([CH3:15])[CH3:14]>O1CCCC1>[SH:2][C:1]1[NH:26][C:21]2[CH:20]=[C:19]([O:18][Si:17]([C:13]([CH3:16])([CH3:15])[CH3:14])([CH3:28])[CH3:27])[CH:24]=[CH:23][C:22]=2[N:25]=1. Procedure: 1,1′-Thiocarbonyldiimidazole (1.87 g, 10.5 mmol) is added by portions to a solution of 4-(tert-butyl-dimethyl-silanyloxy)-ortho-phenylenediamine (2.5 g, 10.5 mmol) in 25 ml of tetrahydrofuran and the mixture is stirred at room temperature for 16 hours. The reaction mixture is then concentrated under reduced pressure, dissolved in 300 ml of ethyl acetate and washed with water (2×100 ml). The organic phase is then dried over MgSO4, filtered and concentrated. The residue is triturated in diisopropy... Starting materials: CC(C)(C)OC(=O)NC(Cc1ccccc1)C(=O)NCC(=O)OCc1ccccc1, CN1CCOCC1, CCOC(C)=O, CC(C)(C)OC(=O)NC(Cc1ccc(O)cc1)C(=O)Oc1c(Cl)c(Cl)c(Cl)c(Cl)c1Cl, Cl. Product: CC(C)(C)OC(=O)NC(Cc1ccc(O)cc1)C(=O)NC(Cc1ccccc1)C(=O)NCC(=O)OCc1ccccc1. RXN SMILES: [CH2:1]([c:2]1[cH:3][cH:4][cH:5][cH:6][cH:7]1)[O:8][C:9]([CH2:10][NH:11][C:12]([CH:13]([NH:14][C:15]([O:16][C:17]([CH3:18])([CH3:19])[CH3:20])=[O:21])[CH2:22][c:23]1[cH:24][cH:25][cH:26][cH:27][cH:28]1)=[O:29])=[O:30].[CH3:31][N:32]1[CH2:33][CH2:34][O:35][CH2:36][CH2:37]1.[CH3:69][CH2:70][O:71][C:72](=[O:73])[CH3:74].[Cl:38][c:39]1[c:40]([O:41][C:46]([CH:47]([NH:48][C:49](=[O:50])[O:51][C:52]([CH3:53])([CH3:54])[CH3:55])[CH2:56][c:57]2[cH:58][cH:59][c:60]([OH:63])[cH:61][cH:62]2)=[O:64])[c:42]([Cl:43])[c:44]([Cl:45])[c:65]([Cl:66])[c:67]1[Cl:68].[ClH:75]>>[CH2:1]([c:2]1[cH:3][cH:4][cH:5][cH:6][cH:7]1)[O:8][C:9]([CH2:10][NH:11][C:12]([CH:13]([NH:14][C:46]([CH:47]([NH:48][C:49](=[O:50])[O:51][C:52]([CH3:53])([CH3:54])[CH3:55])[CH2:56][c:57]1[cH:58][cH:59][c:60]([OH:63])[cH:61][cH:62]1)=[O:64])[CH2:22][c:23]1[cH:24][cH:25][cH:26][cH:27][cH:28]1)=[O:29])=[O:30]. Reactants: [Al+3], C1CCOC1, COC(=O)c1cc(C)oc1C, [H-], [H-], [H-], [H-], [Li+]. Product: Cc1cc(CO)c(C)o1. Reaction SMILES: [Al+3:13].[CH2:18]1[O:19][CH2:20][CH2:21][CH2:22]1.[CH3:1][c:2]1[o:3][c:4]([CH3:11])[cH:5][c:6]1[C:7](=[O:8])[O:9][CH3:10].[H-:12].[H-:15].[H-:16].[H-:17].[Li+:14]>>[CH3:1][c:2]1[o:3][c:4]([CH3:11])[cH:5][c:6]1[CH2:7][OH:8]. Starting materials: COCOCC=1N=C(OC1C=O)C1=CC=CC=C1 (4-methoxymethoxymethyl-2-phenyl-1,3-oxazole-5-carbaldehyde), Cl (hydrochloric acid), O1CCCC1 (tetrahydrofuran). Run in O (Water). Yields the product OCC=1N=C(OC1C=O)C1=CC=CC=C1 (4-hydroxymethyl-2-phenyl-1,3-oxazole-5-carbaldehyde). Isolated yield 70.3%. RXN SMILES: COC[O:4][CH2:5][C:6]1[N:7]=[C:8]([C:13]2[CH:18]=[CH:17][CH:16]=[CH:15][CH:14]=2)[O:9][C:10]=1[CH:11]=[O:12].Cl.O1CCCC1>O>[OH:4][CH2:5][C:6]1[N:7]=[C:8]([C:13]2[CH:18]=[CH:17][CH:16]=[CH:15][CH:14]=2)[O:9][C:10]=1[CH:11]=[O:12]. Reported procedure: A mixture of 4-methoxymethoxymethyl-2-phenyl-1,3-oxazole-5-carbaldehyde (4.50 g), 1N hydrochloric acid (50 mL) and tetrahydrofuran (100 mL) was heated under reflux for 15 hrs. Water was added to the reaction mixture, and the mixture was extracted with ethyl acetate. The ethyl acetate layer was washed with saturated brine, dried over anhydrous magnesium sulfate and concentrated. The residue was subjected to silica gel column chromatography, and eluted with ethyl acetate-hexane (1:1, v/v) to give ... Reactants: OC(C(C)(C)N1CCC2(CCN(C2=O)C=2COC(C2C)=O)CC1)C=1C(=C2COC(C2=CC1)O)C (8-(1-hydroxy-1-(1-hydroxy-4-methyl-1,3-dihydroisobenzofuran-5-yl)-2-methylpropan-2-yl)-2-(4-methyl-5-oxo-2,5-dihydrofuran-3-yl)-2,8-diazaspiro[4.5]decan-1-one), C=1C=C[NH+]=CC1.[O-][Cr](=O)(=O)Cl (PCC). Run at temperature 0 celsius, time 2 hour. RXN SMILES: [OH:1][CH:2]([C:24]1[C:25]([CH3:34])=[C:26]2[C:30](=[CH:31][CH:32]=1)[CH:29]([OH:33])[O:28][CH2:27]2)[C:3]([N:6]1[CH2:23][CH2:22][C:9]2([C:13](=[O:14])[N:12]([C:15]3[CH2:16][O:17][C:18](=[O:21])[C:19]=3[CH3:20])[CH2:11][CH2:10]2)[CH2:8][CH2:7]1)([CH3:5])[CH3:4].C1C=C[NH+]=CC=1.[O-][Cr](Cl)(=O)=O>C(Cl)Cl>[OH:1][CH:2]([C:24]1[C:25]([CH3:34])=[C:26]2[C:30](=[CH:31][CH:32]=1)[C:29](=[O:33])[O:28][CH2:27]2)[C:3]([N:6]1[CH2:7][CH2:8][C:9]2([C:13](=[O:14])[N:12]([C:15]3[CH2:16][O:17][C:18](=[O:21])[C:19]=3[CH3:20])[CH2:11][CH2:10]2)[CH2:22][CH2:23]1)([CH3:4])[CH3:5] |f:1.2|. Solvent: C(Cl)Cl (methylene chloride). Procedure details: To a solution of the product of Step J (340 mg, 0.723 mmol) in methylene chloride (30 mL) was added PCC (311 mg, 1.45 mmol) at 0° C. and the resulting solution was stirred at 0° C. for 2 h. The reaction mixture was partitioned between methylene chloride and saturated bicarbonate, and the alkaline phase was extracted with methylene chloride (3×50 mL). The combined organic phase was dried over sodium sulfate, concentrated and the residue was purified on TLC using 10% methanol/methylene chloride as... Yields the product OC(C(C)(C)N1CCC2(CCN(C2=O)C=2COC(C2C)=O)CC1)C=1C(=C2COC(C2=CC1)=O)C (8-(1-hydroxy-2-methyl-1-(4-methyl-1-oxo-1,3-dihydroisobenzofuran-5-yl)propan-2-yl)-2-(4-methyl-5-oxo-2,5-dihydrofuran-3-yl)-2,8-diazaspiro[4.5]decan-1-one). The reactants are Cl.ClCC=1N=C(SC1)CN(C)C (4-Chloromethyl-2-dimethylaminomethylthiazole, hydrochloride), Cl.NCCS (2-aminoethanethiol, hydrochloride). The product is NCCSCC=1N=C(SC1)CN(C)C (4-(2-Aminoethyl)thiomethyl-2-dimethylaminomethylthiazole). RXN SMILES: Cl.Cl[CH2:3][C:4]1[N:5]=[C:6]([CH2:9][N:10]([CH3:12])[CH3:11])[S:7][CH:8]=1.Cl.[NH2:14][CH2:15][CH2:16][SH:17]>>[NH2:14][CH2:15][CH2:16][S:17][CH2:3][C:4]1[N:5]=[C:6]([CH2:9][N:10]([CH3:12])[CH3:11])[S:7][CH:8]=1 |f:0.1,2.3|. Reported procedure: To the solution from Example 13 above was added 56.7 g. of 2-aminoethanethiol, hydrochloride. The mixture was then heated and stirred, and distilled. The distillation was stopped when the pot temperature reached 133°, after 22 ml. of organic and 115 ml. of aqueous distillate had been received. To the residue remaining in the distillation flask was added 100 ml. of deionized water, 100 ml. of dichloromethane, and 100 ml. of 50% aqueous sodium hydroxide, dropwise with ice bath cooling. The mixture...